From a dataset of the Open Reaction Database (ORD), a public repository of structured organic reaction records. describe an organic reaction: reactants, conditions, products, and yield Conditions: time 30 minute. Solvent: ClCCl (Dichloromethane). Procedure details: 4-[(2,3-dichloro-4-fluorophenyl)carbonyl]-2-piperazinone (I34) (0.210 g, 0.721 mmol) was dissolved in Dichloromethane (DCM) (3 mL), and to this was added triethyloxonium tetrafluoroborate (0.144 g, 0.757 mmol), the solution was stirred for 20 minutes before 2-pyrazinecarbohydrazide (commercially available from e.g. TimTec, J&W PharmLab or AKos Consulting, 0.120 g, 0.866 mmol) was added. The solution was then allowed to stir for an additional 30 minutes before the solvent was concentrated and n-b... As a reaction SMILES: [Cl:1][C:2]1[C:7]([Cl:8])=[C:6]([F:9])[CH:5]=[CH:4][C:3]=1[C:10]([N:12]1[CH2:17][CH2:16][NH:15][C:14](=O)[CH2:13]1)=[O:11].F[B-](F)(F)F.C([O+](CC)CC)C.[N:31]1[CH:36]=[CH:35][N:34]=[CH:33][C:32]=1[C:37]([NH:39][NH2:40])=O>ClCCl>[Cl:1][C:2]1[C:7]([Cl:8])=[C:6]([F:9])[CH:5]=[CH:4][C:3]=1[C:10]([N:12]1[CH2:17][CH2:16][N:15]2[C:37]([C:32]3[CH:33]=[N:34][CH:35]=[CH:36][N:31]=3)=[N:39][N:40]=[C:14]2[CH2:13]1)=[O:11] |f:1.2|. The product is ClC1=C(C=CC(=C1Cl)F)C(=O)N1CC=2N(CC1)C(=NN2)C2=NC=CN=C2 (7-[(2,3-Dichloro-4-fluorophenyl)carbonyl]-3-(2-pyrazinyl)-5,6,7,8-tetrahydro[1,2,4]triazolo[4,3-a]pyrazine). The reactants are F[B-](F)(F)F.C(C)[O+](CC)CC (triethyloxonium tetrafluoroborate), ClC1=C(C=CC(=C1Cl)F)C(=O)N1CC(NCC1)=O (4-[(2,3-dichloro-4-fluorophenyl)carbonyl]-2-piperazinone), N1=C(C=NC=C1)C(=O)NN (2-pyrazinecarbohydrazide). The reactants are N#N (N2), C1(C=CCC1)=O (cyclopentenone), 1-L, C(C1=CC=CC=C1)N(C[Si](C)(C)C)COC (benzyl(methoxymethyl)-trimethylsilylmethylamine), O (water), C(C1=CC=CC=C1)N(C[Si](C)(C)C)COC (Benzyl(methoxymethyl)trimethylsilylmethylamine). Reagents/catalysts: FC(C(=O)O)(F)F (trifluoroacetic acid). Solvent: C(Cl)Cl (CH2Cl2), COC(C)(C)C (methyl-t-butyl ether). Conditions: time 4 hour. Product: C(C1=CC=CC=C1)N1CC2C(C1)C(CC2)=O (2-Benzyl-hexahydro-cyclopenta[c]pyrrol-4-one). Yield: 774.1%. As a reaction SMILES: N#N.[C:3]1(=[O:8])[CH2:7][CH2:6][CH:5]=[CH:4]1.[CH2:9]([N:16]([CH2:22]OC)[CH2:17][Si](C)(C)C)[C:10]1[CH:15]=[CH:14][CH:13]=[CH:12][CH:11]=1.O>C(Cl)Cl.COC(C)(C)C.FC(F)(F)C(O)=O>[CH2:9]([N:16]1[CH2:22][CH:4]2[C:3](=[O:8])[CH2:7][CH2:6][CH:5]2[CH2:17]1)[C:10]1[CH:15]=[CH:14][CH:13]=[CH:12][CH:11]=1. Procedure: A 3-neck, 1-L round bottom flask equipped with an addition funnel, internal thermometer, and N2 inlet at RT was charged with cyclopentenone (16.48 g, 0.20 mol) in 0.5 L of CH2Cl2. Benzyl(methoxymethyl)trimethylsilylmethylamine (5.0 grams, 21 mmol) and trifluoroacetic acid (TFA) (1.07 mL, 13.9 mmol) were added. To this mixture was added additional benzyl(methoxymethyl)-trimethylsilylmethylamine (40 g, 0.168 mol) dropwise via addition funnel over 1 hour with the reaction temperature being maintain... Reactants: CO, CN(C)CC#CC(=O)Nc1ccc2ncc(C#N)c(Nc3ccc(F)c(Cl)c3)c2c1. The product is CN(C)CC=CC(=O)Nc1ccc2ncc(C#N)c(Nc3ccc(F)c(Cl)c3)c2c1. RXN SMILES: [CH3:31][OH:32].[Cl:1][c:2]1[cH:3][c:4]([NH:9][c:10]2[c:11]([C:29]#[N:30])[cH:12][n:13][c:14]3[cH:15][cH:16][c:17]([NH:20][C:21]([C:22]#[C:23][CH2:24][N:25]([CH3:26])[CH3:27])=[O:28])[cH:18][c:19]23)[cH:5][cH:6][c:7]1[F:8]>>[Cl:1][c:2]1[cH:3][c:4]([NH:9][c:10]2[c:11]([C:29]#[N:30])[cH:12][n:13][c:14]3[cH:15][cH:16][c:17]([NH:20][C:21]([CH:22]=[CH:23][CH2:24][N:25]([CH3:26])[CH3:27])=[O:28])[cH:18][c:19]23)[cH:5][cH:6][c:7]1[F:8]. RXN SMILES: [Br:1]Br.[C:3]([C:5]1[CH:10]=[CH:9][C:8]([C:11]2[N:12]=[C:13]3[CH:18]=[CH:17][CH:16]=[C:15]([C:19]([O:21][CH3:22])=[O:20])[N:14]3[CH:23]=2)=[CH:7][CH:6]=1)#[N:4]>C(Cl)Cl.CC(O)=O>[Br:1][C:23]1[N:14]2[C:15]([C:19]([O:21][CH3:22])=[O:20])=[CH:16][CH:17]=[CH:18][C:13]2=[N:12][C:11]=1[C:8]1[CH:9]=[CH:10][C:5]([C:3]#[N:4])=[CH:6][CH:7]=1 |f:2.3|. Yield: 88.0%. Solvent: C(Cl)Cl.CC(=O)O (DCM AcOH). Product: BrC1=C(N=C2N1C(=CC=C2)C(=O)OC)C2=CC=C(C=C2)C#N (Methyl 3-bromo-2-(4-cyanophenyl)imidazo[1,2-a]pyridine-5-carboxylate). The reactants are BrBr (Br2), C(#N)C1=CC=C(C=C1)C=1N=C2N(C(=CC=C2)C(=O)OC)C1 (Methyl 2-(4-cyanophenyl)imidazo[1,2-a]pyridine-5-carboxylate). Procedure details: Br2 (1.0 eq.) was added, dropwise, to a solution of (A2) in DCM/AcOH=1:1 (0.05 M) at RT and the reaction mixture was stirred at RT for 2 h. The reaction mixture was quenched by the addition of sat. aq. NaHCO3. The aqueous phase was separated and extracted several times with DCM. The combined organic extracts were washed with brine and dried (Na2SO4). Evaporation of the solvent gave a residue which was purified by flash column chromatography on silica using a gradient of EtOAc/Petroleum ether fro... Reactants: CCCc1cc(Oc2ccccc2)ccc1OCCCOc1ccc(S(=O)(=O)N2c3ccccc3CC2C(=O)OC)cc1, CO, [Na+], C1CCOC1, [OH-]. The product is CCCc1cc(Oc2ccccc2)ccc1OCCCOc1ccc(S(=O)(=O)N2c3ccccc3CC2C(=O)O)cc1. Reaction SMILES: [CH3:1][O:2][C:3](=[O:4])[CH:5]1[N:6]([S:14](=[O:15])(=[O:16])[c:17]2[cH:18][cH:19][c:20]([O:23][CH2:24][CH2:25][CH2:26][O:27][c:28]3[c:29]([CH2:41][CH2:42][CH3:43])[cH:30][c:31]([O:34][c:35]4[cH:36][cH:37][cH:38][cH:39][cH:40]4)[cH:32][cH:33]3)[cH:21][cH:22]2)[c:7]2[cH:8][cH:9][cH:10][cH:11][c:12]2[CH2:13]1.[CH3:51][OH:52].[Na+:45].[O:46]1[CH2:47][CH2:48][CH2:49][CH2:50]1.[OH-:44]>>[O:2]=[C:3]([OH:4])[CH:5]1[N:6]([S:14](=[O:15])(=[O:16])[c:17]2[cH:18][cH:19][c:20]([O:23][CH2:24][CH2:25][CH2:26][O:27][c:28]3[c:29]([CH2:41][CH2:42][CH3:43])[cH:30][c:31]([O:34][c:35]4[cH:36][cH:37][cH:38][cH:39][cH:40]4)[cH:32][cH:33]3)[cH:21][cH:22]2)[c:7]2[cH:8][cH:9][cH:10][cH:11][c:12]2[CH2:13]1.